Task: describe an organic reaction: reactants, conditions, products, and yield. Dataset: the Open Reaction Database (ORD), a public repository of structured organic reaction records Reactants: COC(C(C1=CC=C(C=C1)O)=O)=O (4-hydroxy-alpha-oxobenzeneacetic acid methyl ester), N1=CC(=CC=C1)CCCCO (3-pyridinebutanol), C1(=CC=CC=C1)P(C1=CC=CC=C1)C1=CC=CC=C1 (triphenylphosphine), N(=NC(=O)OCC)C(=O)OCC (diethyl azodicarboxylate). Solvent: O1CCCC1 (tetrahydrofuran), O1CCCC1 (tetrahydrofuran). Reaction conditions: temperature 0 celsius. The product is COC(C(C1=CC=C(C=C1)OCCCCC=1C=NC=CC1)=O)=O (alpha-oxo-4-[4-(3-pyridinyl)butoxy]benzeneacetic acid methyl ester). Yield: 70.6%. Reaction SMILES: [CH3:1][O:2][C:3](=[O:13])[C:4](=[O:12])[C:5]1[CH:10]=[CH:9][C:8]([OH:11])=[CH:7][CH:6]=1.[N:14]1[CH:19]=[CH:18][CH:17]=[C:16]([CH2:20][CH2:21][CH2:22][CH2:23]O)[CH:15]=1.C1(P(C2C=CC=CC=2)C2C=CC=CC=2)C=CC=CC=1.N(C(OCC)=O)=NC(OCC)=O>O1CCCC1>[CH3:1][O:2][C:3](=[O:13])[C:4](=[O:12])[C:5]1[CH:10]=[CH:9][C:8]([O:11][CH2:23][CH2:22][CH2:21][CH2:20][C:16]2[CH:15]=[N:14][CH:19]=[CH:18][CH:17]=2)=[CH:7][CH:6]=1. Procedure details: A stirred mixture of 4-hydroxy-alpha-oxobenzeneacetic acid methyl ester (1.14 g), 3-pyridinebutanol (1.04 g), triphenylphosphine (2.07 g), and tetrahydrofuran (25 mL) was stirred at 0° C. while adding dropwise a solution of diethyl azodicarboxylate (1.37 g) in tetrahydrofuran (10 mL). The mixture was stirred for 2 hours at 0° C. and evaporated to dryness. The material was purified by HPLC (hexane-acetone; 2:1) to provide 1.4 g of alpha-oxo-4-[4-(3-pyridinyl)butoxy]benzeneacetic acid methyl ester... Starting materials: NC1=C(C(=NN1)NC=1C=NC=CC1)C(=O)N (5-amino-3-(pyridin-3-ylamino)-1H-pyrazole-4-carboxamide), C(C1=CC=CC=C1)=O (benzaldehyde), N1CCCCC1 (piperidine). Solvent: C(C)O (ethanol). The product is C(C1=CC=CC=C1)=NC1=C(C(=NN1)NC=1C=NC=CC1)C(=O)N (5-(benzylideneamino)-3-(pyridin-3-ylamino)-1H-pyrazole-4-carboxamide). Isolated yield 57.0%. Reaction SMILES: [NH2:1][C:2]1[NH:6][N:5]=[C:4]([NH:7][C:8]2[CH:9]=[N:10][CH:11]=[CH:12][CH:13]=2)[C:3]=1[C:14]([NH2:16])=[O:15].[CH:17](=O)[C:18]1[CH:23]=[CH:22][CH:21]=[CH:20][CH:19]=1.N1CCCCC1>C(O)C>[CH:17](=[N:1][C:2]1[NH:6][N:5]=[C:4]([NH:7][C:8]2[CH:9]=[N:10][CH:11]=[CH:12][CH:13]=2)[C:3]=1[C:14]([NH2:16])=[O:15])[C:18]1[CH:23]=[CH:22][CH:21]=[CH:20][CH:19]=1. Procedure details: 5-amino-3-(pyridin-3-ylamino)-1H-pyrazole-4-carboxamide (1.0 g) was suspended in 10 mL of ethanol and benzaldehyde (463 μL, 1.0 eq.) and piperidine (0.10 eq, 47 μL) was added. Stirred the reaction at reflux until starting material was absent and confirmed by HPLC. After reaction was complete (18 hrs) it was brought to room temperature and filtered to obtain 5-(benzylideneamino)-3-(pyridin-3-ylamino)-1H-pyrazole-4-carboxamide as a yellow to orange powder. The product was washed with ethanol to re... Reactants: NC=1C(=C(C(=C(C(=O)NCC(CO)O)C1I)I)C(=O)NCC(CO)O)I (5-Amino-2,4,6-triiodo-N,N'-bis(2,3-dihydroxypropyl)-isophthalamide), C(C)(=O)NC=1C(=C(C(=C(C(=O)NCC(CO)O)C1I)I)C(=O)NCC(CO)O)I (5-Acetamido-2,4,6-triiodo-N,N'-bis(2,3-dihydroxypropyl)isophthalamide), C[O-].[Na+] (sodium methoxide), ClCC(CO)O (3-chloropropane-1,2-diol), starting material. Run in C(C(C)O)O (propylene glycol). Reaction conditions: temperature 50 celsius, time 2 day. The product is OC(CN(C(C)=O)C=1C(=C(C(=C(C(=O)NCC(CO)O)C1I)I)C(=O)NCC(CO)O)I)CO (5-(N-2,3-Dihydroxypropylacetamido)-2,4,6-triiodo-N,N'-bis(2,3-dihydroxypropyl)isophthalamide). Reaction SMILES: [C:1]([NH:4][C:5]1[C:6]([I:29])=[C:7]([C:21]([NH:23][CH2:24][CH:25]([OH:28])[CH2:26][OH:27])=[O:22])[C:8]([I:20])=[C:9]([C:18]=1[I:19])[C:10]([NH:12][CH2:13][CH:14]([OH:17])[CH2:15][OH:16])=[O:11])(=[O:3])[CH3:2].C[O-].[Na+].Cl[CH2:34][CH:35]([OH:38])[CH2:36][OH:37].NC1C(I)=C(C(NCC(O)CO)=O)C(I)=C(C=1I)C(NCC(O)CO)=O>C(O)C(O)C>[OH:38][CH:35]([CH2:36][OH:37])[CH2:34][N:4]([C:5]1[C:18]([I:19])=[C:9]([C:10]([NH:12][CH2:13][CH:14]([OH:17])[CH2:15][OH:16])=[O:11])[C:8]([I:20])=[C:7]([C:6]=1[I:29])[C:21]([NH:23][CH2:24][CH:25]([OH:28])[CH2:26][OH:27])=[O:22])[C:1](=[O:3])[CH3:2] |f:1.2|. Procedure details: 5-Acetamido-2,4,6-triiodo-N,N'-bis(2,3-dihydroxypropyl)isophthalamide (37.4 g; 50 mmole) was dissolved in propylene glycol (110 ml) by adding 5.3 M sodium methoxide (14.2 ml; 75 mmole) and heating in an oil bath at 50° C. When all or nearly all of the starting material was dissolved, the excess of methanol was evaporated in vacuo. After cooling to room temperature 3-chloropropane-1,2-diol (6.3 ml; 75 mmole) was added. When the reaction mixture was applied to TLC in system (B) after stirring for ... Reactants: C(c1c(ccc(n1)[Cl])[Cl])=O, CC1=CN=C(C=C1)N, [C-]#[N+]C1CCCCC1. Reagents/catalysts: O=C(O)C(F)(F)F (trifluoroacetic acid). The solvent is CC(C)O (isopropyl alcohol), CC(C)O (isopropylalcohol). Reaction conditions: temperature 22 celsius, time 20 hour. Product: Cc1ccc2nc(c3c(ccc(n3)[Cl])[Cl])c(NC3CCCCC3)n2c1. Yield: 32.5%. Reaction SMILES: CC1=CC=C(N)N=C1.[C-]#[N+]C1CCCCC1.ClC1=CC=C(Cl)C(C=O)=N1>>CC1=CN2C(C=C1)=NC(=C2NC1CCCCC1)C1=NC(Cl)=CC=C1Cl. The reactants are BrC(CCCCCCCCCCC)Br (dibromododecane), NC1=NC=C(C=C1)C1=CC=CC=C1 (2-amino-5-phenylpyridine). Product: Br.Br.C(CCCCCCCCCCCN1C(C=CC(=C1)C1=CC=CC=C1)=N)N1C(C=CC(=C1)C1=CC=CC=C1)=N (1,1'-(1,12-dodecanediyl)bis(5-phenyl-2(1H)-pyridinimine) dihydrobromide). RXN SMILES: [Br:1][CH:2](Br)[CH2:3][CH2:4][CH2:5][CH2:6][CH2:7][CH2:8][CH2:9][CH2:10][CH2:11][CH2:12][CH3:13].[NH2:15][C:16]1[CH:21]=[CH:20][C:19]([C:22]2[CH:27]=[CH:26][CH:25]=[CH:24][CH:23]=2)=[CH:18][N:17]=1>>[BrH:1].[BrH:1].[CH2:2]([N:17]1[CH:18]=[C:19]([C:22]2[CH:27]=[CH:26][CH:25]=[CH:24][CH:23]=2)[CH:20]=[CH:21][C:16]1=[NH:15])[CH2:3][CH2:4][CH2:5][CH2:6][CH2:7][CH2:8][CH2:9][CH2:10][CH2:11][CH2:12][CH2:13][N:17]1[CH:18]=[C:19]([C:22]2[CH:27]=[CH:26][CH:25]=[CH:24][CH:23]=2)[CH:20]=[CH:21][C:16]1=[NH:15] |f:2.3.4|. Reported procedure: The procedure is as before, with dibromododecane and 2-amino-5-phenylpyridine. The product obtained is purified by recrystallization in methanol. Its m.p.=185° C. The reactants are BrC1=CC(=C(C=C1)[C@H](C(F)(F)F)OC1=NC(=NC(=C1)Cl)N)N1N=C(C=C1)C (4-[(1R)-1-[4-bromo-2-(3-methylpyrazol-1-yl)phenyl]-2,2,2-trifluoro-ethoxy]-6-chloro-pyrimidin-2-amine), C1N([C@@H](CC12CCNCC2)C(=O)OCC)C(=O)OCC2=CC=CC=C2 ((S)-2-benzyl 3-ethyl 2,8-diazaspiro[4.5]decane-2,3-dicarboxylate), C(=O)([O-])[O-].[Na+].[Na+] (Na2CO3). Solvent: O1CCOCC1 (dioxane). Conditions: temperature 90 celsius. The product is NC1=NC(=CC(=N1)N1CCC2(C[C@H](N(C2)C(=O)OCC2=CC=CC=C2)C(=O)OCC)CC1)O[C@@H](C(F)(F)F)C1=C(C=C(C=C1)Br)N1N=C(C=C1)C ((S)-2-benzyl 3-ethyl 8-(2-amino-6-((R)-1-(4-bromo-2-(3-methyl-1H-pyrazol-1-yl)phenyl)-2,2,2-trifluoroethoxy)pyrimidin-4-yl)-2,8-diazaspiro[4.5]decane-2,3-dicarboxylate). As a reaction SMILES: [Br:1][C:2]1[CH:7]=[CH:6][C:5]([C@@H:8]([O:13][C:14]2[CH:19]=[C:18](Cl)[N:17]=[C:16]([NH2:21])[N:15]=2)[C:9]([F:12])([F:11])[F:10])=[C:4]([N:22]2[CH:26]=[CH:25][C:24]([CH3:27])=[N:23]2)[CH:3]=1.[CH2:28]1[C:32]2([CH2:37][CH2:36][NH:35][CH2:34][CH2:33]2)[CH2:31][C@@H:30]([C:38]([O:40][CH2:41][CH3:42])=[O:39])[N:29]1[C:43]([O:45][CH2:46][C:47]1[CH:52]=[CH:51][CH:50]=[CH:49][CH:48]=1)=[O:44].C([O-])([O-])=O.[Na+].[Na+]>O1CCOCC1>[NH2:21][C:16]1[N:17]=[C:18]([N:35]2[CH2:34][CH2:33][C:32]3([CH2:28][N:29]([C:43]([O:45][CH2:46][C:47]4[CH:48]=[CH:49][CH:50]=[CH:51][CH:52]=4)=[O:44])[C@H:30]([C:38]([O:40][CH2:41][CH3:42])=[O:39])[CH2:31]3)[CH2:37][CH2:36]2)[CH:19]=[C:14]([O:13][C@H:8]([C:5]2[CH:6]=[CH:7][C:2]([Br:1])=[CH:3][C:4]=2[N:22]2[CH:26]=[CH:25][C:24]([CH3:27])=[N:23]2)[C:9]([F:12])([F:11])[F:10])[N:15]=1 |f:2.3.4|. Procedure details: To a solution of 4-[(1R)-1-[4-bromo-2-(3-methylpyrazol-1-yl)phenyl]-2,2,2-trifluoro-ethoxy]-6-chloro-pyrimidin-2-amine (125 mg, 0.3 mmol, Step 1) in dioxane (3 mL) was added (S)-2-benzyl 3-ethyl 2,8-diazaspiro[4.5]decane-2,3-dicarboxylate (95 mg, 0.3 mmol) and Na2CO3 (182 mg, 0.35 mmol). The reaction was heated to 90° C. for 130 h, then cooled to RT, filtered, and concentrated in vacuo. Purification by normal phase silica gel column (EtOAc/heptane) provided (S)-2-benzyl 3-ethyl 8-(2-amino-6-((R)...